From a dataset of the Open Reaction Database (ORD), a public repository of structured organic reaction records. describe an organic reaction: reactants, conditions, products, and yield As a reaction SMILES: [C:29]([CH3:30])([CH3:31])([CH3:32])[O:33][C:34](=[O:35])[N:36]1[C:37]([S:41][CH3:42])=[N:38][CH2:39][CH2:40]1.[CH3:43][OH:44].[Cl:45][CH:46]([Cl:47])[Cl:48].[ClH:1].[NH2:2][c:3]1[c:4]([CH3:28])[c:5]2[n:6]([n:7][cH:8][c:9]([C:25]#[N:26])[c:10]2[NH:11][c:12]2[cH:13][cH:14][c:15]([O:18][c:19]3[cH:20][cH:21][cH:22][cH:23][cH:24]3)[cH:16][cH:17]2)[cH:27]1>>[NH:2]([c:3]1[c:4]([CH3:28])[c:5]2[n:6]([n:7][cH:8][c:9]([C:25]#[N:26])[c:10]2[NH:11][c:12]2[cH:13][cH:14][c:15]([O:18][c:19]3[cH:20][cH:21][cH:22][cH:23][cH:24]3)[cH:16][cH:17]2)[cH:27]1)[C:37]1=[N:38][CH2:39][CH2:40][N:36]1[C:34]([O:33][C:29]([CH3:30])([CH3:31])[CH3:32])=[O:35]. Yields the product Cc1c(NC2=NCCN2C(=O)OC(C)(C)C)cn2ncc(C#N)c(Nc3ccc(Oc4ccccc4)cc3)c12. The reactants are CSC1=NCCN1C(=O)OC(C)(C)C, CO, ClC(Cl)Cl, Cl, Cc1c(N)cn2ncc(C#N)c(Nc3ccc(Oc4ccccc4)cc3)c12. Starting materials: C(C)(C)(C)OC(=O)NC(CC(=O)N[C@H]1C(NC2=C(CC1)C=CC=C2)=O)(C)C (3-t-butoxycarbonylamino-3-methyl-N-[2,3,4,5-tetrahydro-2oxo-1H-1-benzazepin-3(R)-yl]-butanamide), [H-].[Na+] (sodium hydride oil dispersion), solution, BrCC1=CC=C(C=C1)C1=C(C=CC=C1)C=1SC=CC1 (4-bromomethyl-2'-(2-thienyl)-1,1'-biphenyl). The solvent is CN(C=O)C (dimethylformamide), C(C)(=O)OCC (ethyl acetate), CN(C=O)C (dimethylformamide). Run at time 30 minute. Yields the product C(C)(C)(C)OC(=O)NC(CC(=O)N[C@H]1C(N(C2=C(CC1)C=CC=C2)CC2=CC=C(C=C2)C2=C(C=CC=C2)C=2SC=CC2)=O)(C)C (3-t-Butoxycarbonylamino-3-methyl-N-[2,3,4,5-tetrahydro-2-oxo-1-[[2'-(2-thienyl)[1,1'-biphenyl]-4-yl]methyl]-1H-1-benzazepin-3(R)-yl]-butanamide). Reaction SMILES: [C:1]([O:5][C:6]([NH:8][C:9]([CH3:27])([CH3:26])[CH2:10][C:11]([NH:13][C@@H:14]1[CH2:20][CH2:19][C:18]2[CH:21]=[CH:22][CH:23]=[CH:24][C:17]=2[NH:16][C:15]1=[O:25])=[O:12])=[O:7])([CH3:4])([CH3:3])[CH3:2].[H-].[Na+].Br[CH2:31][C:32]1[CH:37]=[CH:36][C:35]([C:38]2[CH:43]=[CH:42][CH:41]=[CH:40][C:39]=2[C:44]2[S:45][CH:46]=[CH:47][CH:48]=2)=[CH:34][CH:33]=1>CN(C)C=O.C(OCC)(=O)C>[C:1]([O:5][C:6]([NH:8][C:9]([CH3:27])([CH3:26])[CH2:10][C:11]([NH:13][C@@H:14]1[CH2:20][CH2:19][C:18]2[CH:21]=[CH:22][CH:23]=[CH:24][C:17]=2[N:16]([CH2:31][C:32]2[CH:33]=[CH:34][C:35]([C:38]3[CH:43]=[CH:42][CH:41]=[CH:40][C:39]=3[C:44]3[S:45][CH:46]=[CH:47][CH:48]=3)=[CH:36][CH:37]=2)[C:15]1=[O:25])=[O:12])=[O:7])([CH3:4])([CH3:2])[CH3:3] |f:1.2|. Procedure: A solution of 174 mg (0.465 mmol) of 3-t-butoxycarbonylamino-3-methyl-N-[2,3,4,5-tetrahydro-2oxo-1H-1-benzazepin-3(R)-yl]-butanamide (Example 1, Step I) in 3.0 mL of dry dimethylformamide was treated with 22.2 mg of 60% sodium hydride oil dispersion (13.3 mg NaH, 0.558 mmol, 1.2 eq). The reaction mixture was stirred at room temperature for 30 minutes. To the solution was added 153 mg (0.465 mmol) of a solution of 4-bromomethyl-2'-(2-thienyl)-1,1'-biphenyl dissolved in 3 mL of dry dimethylformami...